This data is from the Open Reaction Database (ORD), a public repository of structured organic reaction records. The task is: describe an organic reaction: reactants, conditions, products, and yield Reactants: CC(C)(C)OC(=O)CC(=O)[O-], Cc1ccccc1, [K+], O=C1OC(=O)c2ccccc21. The product is CC(C)(C)OC(=O)C=C1OC(=O)c2ccccc21. RXN SMILES: [C:12]([CH2:13][C:14]([O-:15])=[O:16])(=[O:17])[O:18][C:19]([CH3:20])([CH3:21])[CH3:22].[CH3:24][c:25]1[cH:26][cH:27][cH:28][cH:29][cH:30]1.[K+:23].[O:1]=[C:2]1[O:3][C:4](=[O:5])[c:6]2[cH:7][cH:8][cH:9][cH:10][c:11]21>>[C:2]1(=[CH:13][C:12](=[O:17])[O:18][C:19]([CH3:20])([CH3:21])[CH3:22])[O:3][C:4](=[O:5])[c:6]2[cH:7][cH:8][cH:9][cH:10][c:11]21.